From a dataset of the Open Reaction Database (ORD), a public repository of structured organic reaction records. describe an organic reaction: reactants, conditions, products, and yield The reactants are [OH-].[K+] (potassium hydroxide), BrCC(=O)OCC (ethyl bromoacetate), C1(=CC=CC=C1)[C@@H]1CSC[C@@H](C(N1)=O)NC(=O)OCC1=CC=CC=C1 ((3R-cis)-tetrahydro-3-phenyl-6-[[(phenylmethoxy)carbonyl]amino]-1,4-thiazepin-5(4H)-one), BrCC(=O)OCC (Ethyl bromoacetate). Reagents/catalysts: [Br-].C(CCC)[N+](CCCC)(CCCC)CCCC (tetrabutylammonium bromide). The solvent is C(C)(=O)OCC (ethyl acetate), S(=O)(=O)([O-])[O-].[Mg+2] (magnesium sulfate), C(C)(=O)OCC (ethyl acetate), O1CCCC1 (tetrahydrofuran), hexanes. Product: O=C1N([C@@H](CSC[C@@H]1NC(=O)OCC1=CC=CC=C1)C1=CC=CC=C1)CC(=O)OCC ((3R-cis)-Tetrahydro-5-oxo-3-phenyl-6-[[(phenylmethoxy)carbonyl]amino]-1,4-thiazepine-4(5H)-acetic acid, ethyl ester). As a reaction SMILES: [C:1]1([C@H:7]2[NH:13][C:12](=[O:14])[C@@H:11]([NH:15][C:16]([O:18][CH2:19][C:20]3[CH:25]=[CH:24][CH:23]=[CH:22][CH:21]=3)=[O:17])[CH2:10][S:9][CH2:8]2)[CH:6]=[CH:5][CH:4]=[CH:3][CH:2]=1.[OH-].[K+].Br[CH2:29][C:30]([O:32][CH2:33][CH3:34])=[O:31]>O1CCCC1.[Br-].C([N+](CCCC)(CCCC)CCCC)CCC.C(OCC)(=O)C.S([O-])([O-])(=O)=O.[Mg+2]>[O:14]=[C:12]1[C@@H:11]([NH:15][C:16]([O:18][CH2:19][C:20]2[CH:21]=[CH:22][CH:23]=[CH:24][CH:25]=2)=[O:17])[CH2:10][S:9][CH2:8][C@@H:7]([C:1]2[CH:2]=[CH:3][CH:4]=[CH:5][CH:6]=2)[N:13]1[CH2:29][C:30]([O:32][CH2:33][CH3:34])=[O:31] |f:1.2,5.6,8.9|. Procedure: A solution of (3R-cis)-tetrahydro-3-phenyl-6-[[(phenylmethoxy)carbonyl]amino]-1,4-thiazepin-5(4H)-one (1.16 g., 3.25 mmol) [prepared as described by Yanagisawa et al., J. Med. Chem., Vol. 30, p. 1984-1991 (1987)] in distilled tetrahydrofuran (30 ml.), under an atmosphere of argon, was cooled to 0° C. and treated with powdered potassium hydroxide (540 mg., 10 mmol) and tetrabutylammonium bromide (97 mg, 0.3 mmol). Ethyl bromoacetate (501 mg., 3 mmol) was added dropwise with stirring. The mixture ... Starting materials: N1N=CC2=CC(=CC=C12)C1=NOC(=N1)C=1C=CC(=C(C#N)C1)OC(C)C (5-[3-(1H-indazol-5-yl)-1,2,4-oxadiazol-5-yl]-2-[(1-methylethyl)oxy]benzonitrile), BrCC(C(=O)OCC)(C)C (Ethyl 3-bromo-2,2-dimethylpropanoate), C(=O)([O-])[O-].[Cs+].[Cs+] (Cs2CO3). Run in CN(C=O)C (N,N-Dimethylformamide), CCOC(=O)C (EtOAc). Reaction conditions: temperature 80 celsius, time 48 hour. The product is C(#N)C=1C=C(C=CC1OC(C)C)C1=NC(=NO1)C=1C=C2C=NN(C2=CC1)CC(C(=O)OCC)(C)C (Ethyl 3-[5-(5-{3-cyano-4-[(1-methylethyl)oxy]phenyl}-1,2,4-oxadiazol-3-yl)-1H-indazol-1-yl]-2,2-dimethylpropanoate). Yield: 17.2%. Reaction SMILES: [NH:1]1[C:9]2[C:4](=[CH:5][C:6]([C:10]3[N:14]=[C:13]([C:15]4[CH:16]=[CH:17][C:18]([O:23][CH:24]([CH3:26])[CH3:25])=[C:19]([CH:22]=4)[C:20]#[N:21])[O:12][N:11]=3)=[CH:7][CH:8]=2)[CH:3]=[N:2]1.Br[CH2:28][C:29]([CH3:36])([CH3:35])[C:30]([O:32][CH2:33][CH3:34])=[O:31].C([O-])([O-])=O.[Cs+].[Cs+]>CN(C)C=O.CCOC(C)=O>[C:20]([C:19]1[CH:22]=[C:15]([C:13]2[O:12][N:11]=[C:10]([C:6]3[CH:5]=[C:4]4[C:9](=[CH:8][CH:7]=3)[N:1]([CH2:28][C:29]([CH3:36])([CH3:35])[C:30]([O:32][CH2:33][CH3:34])=[O:31])[N:2]=[CH:3]4)[N:14]=2)[CH:16]=[CH:17][C:18]=1[O:23][CH:24]([CH3:26])[CH3:25])#[N:21] |f:2.3.4|. Procedure: To a solution of 5-[3-(1H-indazol-5-yl)-1,2,4-oxadiazol-5-yl]-2-[(1-methylethyl)oxy]benzonitrile (D43) (85 mg, 0.246 mmol) in N,N-Dimethylformamide (DMF) (5 ml) was added ethyl 3-bromo-2,2-dimethylpropanoate (D98) (103 mg, 0.492 mmol) and Cs2CO3 (120 mg, 0.369 mmol). The resulting mixture was stirred at 80° C. for 48 h then cooled to room temperature and diluted with EtOAc. The organic phase was washed with water, dried over MgSO4 and concentrated in vacuo. Purification of the residue by flash c...